Task: describe an organic reaction: reactants, conditions, products, and yield. Dataset: the Open Reaction Database (ORD), a public repository of structured organic reaction records The reactants are S(=O)=O (Sulfur dioxide), C(CCC)[Li] (n-butyllithium), CCCCCC (hexane), CC(C)(C)NS(=O)(=O)C=1SC=CC1 (N-(1,1-Dimethylethyl)-2-thiophenesulfonamide), O.O.O.C(C)(=O)[O-].[Na+] (sodium acetate trihydrate), NOS(=O)(=O)O (hydroxylamine-O-sulfonic acid). Run in C1CCOC1 (THF). Conditions: temperature -10 celsius, time 30 minute. Product: CC(C)(C)NS(=O)(=O)C=1SC(=CC1)S(=O)(=O)N (N-(1,1-Dimethylethyl)-2,5-thiophenedisulfonamide). Yield: 61.0%. As a reaction SMILES: [CH3:1][C:2]([NH:5][S:6]([C:9]1[S:10][CH:11]=[CH:12][CH:13]=1)(=[O:8])=[O:7])([CH3:4])[CH3:3].C([Li])CCC.CCCCCC.[S:25](=[O:27])=[O:26].O.O.O.C([O-])(=O)C.[Na+].[NH2:36]OS(O)(=O)=O>C1COCC1>[CH3:4][C:2]([NH:5][S:6]([C:9]1[S:10][C:11]([S:25]([NH2:36])(=[O:27])=[O:26])=[CH:12][CH:13]=1)(=[O:7])=[O:8])([CH3:1])[CH3:3] |f:4.5.6.7.8|. Reported procedure: To a solution of the product from Step A (1.5 g, 6.85 mmol) in THF (10 mL) cooled to -60° C. was added n-butyllithium in hexane (2.5M, 6.0 mL, 15.1 mmol). The mixture was stirred for 15 min at -60° C. and for 30 min at -10° C. Sulfur dioxide gas was passed through the surface of the mixture for 10 min. The cooling bath was removed and the mixture was stirred for an additional 1 h. The volatiles were evaporated and the residue was dissolved in water (30 mL) and sodium acetate trihydrate (5.59 g, ... Reaction SMILES: [CH3:54][OH:55].[CH3:56][CH2:57][O:58][CH2:59][CH3:60].[F:29][c:30]1[cH:31][cH:32][cH:33][cH:34][c:35]1[CH:36]1[CH2:37][CH2:38][c:39]2[c:40]([cH:41][cH:42][c:43]([O:44][c:45]3[n:46][cH:47][c:48]([NH2:49])[cH:50][cH:51]3)[cH:52]2)[O:53]1.[c:1]1([CH:7]2[O:8][c:9]3[cH:10][cH:11][c:12]([O:17][c:18]4[cH:19][cH:20][c:21]([NH:24][S:25](=[O:26])(=[O:27])[CH3:28])[cH:22][n:23]4)[cH:13][c:14]3[CH2:15][CH2:16]2)[cH:2][cH:3][cH:4][cH:5][cH:6]1>>[c:1]1([CH:7]2[O:8][c:9]3[cH:10][cH:11][c:12]([O:17][c:18]4[cH:19][cH:20][c:21]([NH:24][S:25](=[O:26])(=[O:27])[CH3:28])[cH:22][n:23]4)[cH:13][c:14]3[CH2:15][CH2:16]2)[c:2]([F:29])[cH:3][cH:4][cH:5][cH:6]1. The reactants are CO, CCOCC, Nc1ccc(Oc2ccc3c(c2)CCC(c2ccccc2F)O3)nc1, CS(=O)(=O)Nc1ccc(Oc2ccc3c(c2)CCC(c2ccccc2)O3)nc1. The product is CS(=O)(=O)Nc1ccc(Oc2ccc3c(c2)CCC(c2ccccc2F)O3)nc1. The reactants are O=C1C(=CN=C(N1)C1=C(C=CC=C1)OCC=C)C(=O)N (1,6-dihydro-6-oxo-2-(2-allyloxyphenyl)pyrimidine-5-carboxamide). Run in P(=O)(Cl)(Cl)Cl (phosphorus oxychloride). The product is O=C1C(=CN=C(N1)C1=C(C=CC=C1)OCC=C)C#N (1,6-Dihydro-6-oxo-2-(2-allyloxyphenyl)pyrimidine-5-carbonitrile). Isolated yield 68.8%. As a reaction SMILES: [O:1]=[C:2]1[NH:7][C:6]([C:8]2[CH:13]=[CH:12][CH:11]=[CH:10][C:9]=2[O:14][CH2:15][CH:16]=[CH2:17])=[N:5][CH:4]=[C:3]1[C:18]([NH2:20])=O>P(Cl)(Cl)(Cl)=O>[O:1]=[C:2]1[NH:7][C:6]([C:8]2[CH:13]=[CH:12][CH:11]=[CH:10][C:9]=2[O:14][CH2:15][CH:16]=[CH2:17])=[N:5][CH:4]=[C:3]1[C:18]#[N:20]. Procedure: A solution of 1,6-dihydro-6-oxo-2-(2-allyloxyphenyl)pyrimidine-5-carboxamide (3.58 g.) in phosphorus oxychloride (60 ml.) was heated under reflux for 2 hours. The solution was evaporated to dryness. The residue was cooled in ice and then treated cautiously with ice-water. The mixture was warmed to 25° and then heated on a steam bath for 15 minutes. The solid was collected, washed with cold water, and recrystallized from benzene-Skellysolve B to give the title compound (2.3 g., 69%), m.p. 162°-16...